From a dataset of the Open Reaction Database (ORD), a public repository of structured organic reaction records. describe an organic reaction: reactants, conditions, products, and yield The reactants are C1(=CC=CC2=CC=CC=C12)O (1-naphthol), [OH-].[Na+] (NaOH), C(C#C)Br (propargyl bromide). Reagents/catalysts: [Br-].C(CCC)[N+](CCCC)(CCCC)CCCC (tetrabutylammoniumbromide). Run in O (water), O (water), CCOCC (ether). Run at time 8 hour. Product: C(C#C)OC1=CC=CC2=CC=CC=C12 (1propargyloxynaphthalene). The yield is 63.6%. RXN SMILES: [C:1]1([OH:11])[C:10]2[C:5](=[CH:6][CH:7]=[CH:8][CH:9]=2)[CH:4]=[CH:3][CH:2]=1.[OH-].[Na+].[CH2:14](Br)[C:15]#[CH:16]>[Br-].C([N+](CCCC)(CCCC)CCCC)CCC.O.CCOCC>[CH2:16]([O:11][C:1]1[C:10]2[C:5](=[CH:6][CH:7]=[CH:8][CH:9]=2)[CH:4]=[CH:3][CH:2]=1)[C:15]#[CH:14] |f:1.2,4.5|. Procedure details: Into a reaction flask fitted with a stirrer, a thermometer, a nitrogen gas inlet tube and a reflux condenser, was placed 21.259 parts of 1-naphthol, 53.086 parts of deionized water, 6.675 parts of NaOH and 0.120 part of tetrabutylammoniumbromide and to this mixture, 18.859 parts of propargyl bromide was added dropwise and reacted at 80° C. for 6 hours. After completion of the reaction, the content was treated with a mixture of ether and deionized water and the ether layer was separated, added wi...